describe an organic reaction: reactants, conditions, products, and yield From a dataset of the Open Reaction Database (ORD), a public repository of structured organic reaction records. Starting materials: CCO, COc1ccc(C=O)cc1COc1c(C)cc(NC(C)=O)cc1C, Nc1ccccc1C(=O)NCc1cccnc1. Yields the product COc1ccc(C2Nc3ccccc3C(=O)N2Cc2cccnc2)cc1COc1c(C)cc(NC(C)=O)cc1C. RXN SMILES: [CH3:42][CH2:43][OH:44].[CH:1](=[O:2])[c:3]1[cH:4][cH:5][c:6]([O:23][CH3:24])[c:7]([CH2:8][O:9][c:10]2[c:11]([CH3:21])[cH:12][c:13]([NH:17][C:18]([CH3:19])=[O:20])[cH:14][c:15]2[CH3:16])[cH:22]1.[NH2:25][c:26]1[c:27]([C:28](=[O:29])[NH:30][CH2:31][c:32]2[cH:33][n:34][cH:35][cH:36][cH:37]2)[cH:38][cH:39][cH:40][cH:41]1>>[CH:1]1([c:3]2[cH:4][cH:5][c:6]([O:23][CH3:24])[c:7]([CH2:8][O:9][c:10]3[c:11]([CH3:21])[cH:12][c:13]([NH:17][C:18]([CH3:19])=[O:20])[cH:14][c:15]3[CH3:16])[cH:22]2)[NH:25][c:26]2[c:27]([cH:38][cH:39][cH:40][cH:41]2)[C:28](=[O:29])[N:30]1[CH2:31][c:32]1[cH:33][n:34][cH:35][cH:36][cH:37]1.